Dataset: the Open Reaction Database (ORD), a public repository of structured organic reaction records. Task: describe an organic reaction: reactants, conditions, products, and yield Reactants: C(C(C)(C)C)N (neopentylamine), [N+](=O)([O-])C1=CC=C(C=C1)C12CC(C1)C(=O)OC2=O (1-(4-nitrophenyl)-1,3-cyclobutanedicarboxylic acid anhydride). The solvent is C(C)(=O)O (acetic acid). Reaction conditions: time 20 hour. The product is C(C(C)(C)C)N1C(C2(CC(C1=O)C2)C2=CC=C(C=C2)[N+](=O)[O-])=O (3-neopentyl-1-(4-nitrophenyl)-3-azabicyclo[3.1.1]heptane-2,4-dione). Reaction SMILES: [CH2:1]([NH2:6])[C:2]([CH3:5])([CH3:4])[CH3:3].[N+:7]([C:10]1[CH:15]=[CH:14][C:13]([C:16]23[C:23](=O)[O:22][C:20](=[O:21])[CH:18]([CH2:19]2)[CH2:17]3)=[CH:12][CH:11]=1)([O-:9])=[O:8]>C(O)(=O)C>[CH2:1]([N:6]1[C:20](=[O:21])[CH:18]2[CH2:19][C:16]([C:13]3[CH:14]=[CH:15][C:10]([N+:7]([O-:9])=[O:8])=[CH:11][CH:12]=3)([CH2:17]2)[C:23]1=[O:22])[C:2]([CH3:5])([CH3:4])[CH3:3]. Procedure details: 2.4 ml of neopentylamine are added dropwise at room temperature to a suspension of 2.5 g of 1-(4-nitrophenyl)-1,3-cyclobutanedicarboxylic acid anhydride in 6 ml of acetic acid. The mixture is stirred at 120° for 20 hours. After concentration by evaporation, the residue is chromatographed over silica gel with a 2:1 ether/hexane mixture. A fraction is obtained that is identical with the title compound of Example 4b. The reactants are N1C=CC=2C1=NC(=CC2)C(=O)O (1H-pyrrolo[2,3-b]pyridine-6-carboxylic acid), solution, C[Si](C)(C)C=[N+]=[N-] (trimethylsilyldiazomethane). Run in CO (MeOH), CCOCC (Et2O). Run at time 30 minute. Yields the product N1C=CC=2C1=NC(=CC2)C(=O)OC (Methyl 1H-pyrrolo[2,3-b]pyridine-6-carboxylate). As a reaction SMILES: [NH:1]1[C:5]2=[N:6][C:7]([C:10]([OH:12])=[O:11])=[CH:8][CH:9]=[C:4]2[CH:3]=[CH:2]1.[CH3:13][Si](C=[N+]=[N-])(C)C>CO.CCOCC>[NH:1]1[C:5]2=[N:6][C:7]([C:10]([O:12][CH3:13])=[O:11])=[CH:8][CH:9]=[C:4]2[CH:3]=[CH:2]1. Reported procedure: To a stirred solution of 1H-pyrrolo[2,3-b]pyridine-6-carboxylic acid [898746-35-5] (500 mg, 3.08 mmol) in MeOH was added a 2M solution of trimethylsilyldiazomethane in Et2O at 0° C., and the reaction mixture was stirred at RT for 30 min. The reaction mixture was concentrated in vacuo to give the title compound. MS (LC/MS): 177 [M+H]+, 375 [2M+H]+; tR (HPLC conditions k): 2.71 Starting materials: O1CCSC=C1C(C(=O)O)=NOC (2-(2,3-Dihydro-1,4-oxathiin-6-yl)-2-methoxyiminoacetic acid), NC1[C@@H]2N(C(=C(CS2)COC(N)=O)C(=O)O)C1=O (7-amino-3-carbamoyloxymethyl-3-cephem-4-carboxylic acid). Product: O1CCSC=C1C(C(=O)NC1[C@@H]2N(C(=C(CS2)COC(N)=O)C(=O)O)C1=O)=NOC (7-[2-(2,3-Dihydro-1,4-oxathiin-6-yl)-2-methoxyiminoacetamido]-3-carbamoyloxymethyl-3-cephem-4-carboxylic acid). As a reaction SMILES: [O:1]1[C:6]([C:7](=[N:11][O:12][CH3:13])[C:8]([OH:10])=O)=[CH:5][S:4][CH2:3][CH2:2]1.[NH2:14][CH:15]1[C:30](=[O:31])[N:17]2[C:18]([C:27]([OH:29])=[O:28])=[C:19]([CH2:22][O:23][C:24](=[O:26])[NH2:25])[CH2:20][S:21][C@H:16]12>>[O:1]1[C:6]([C:7](=[N:11][O:12][CH3:13])[C:8]([NH:14][CH:15]2[C:30](=[O:31])[N:17]3[C:18]([C:27]([OH:29])=[O:28])=[C:19]([CH2:22][O:23][C:24](=[O:26])[NH2:25])[CH2:20][S:21][C@H:16]23)=[O:10])=[CH:5][S:4][CH2:3][CH2:2]1. Procedure: 2-(2,3-Dihydro-1,4-oxathiin-6-yl)-2-methoxyiminoacetic acid (syn isomer, 0.508 g.) was allowed to react with 7-amino-3-carbamoyloxymethyl-3-cephem-4-carboxylic acid (0.82 g.) in a similar manner to that of Example 1 to give the captioned compound (0.85 g.), pale yellow powder, mp. 175° to 180° C. (dec.). The reactants are COC1=C(C=C2C(=N1)C(C(N2C)=O)(C)C)Br (5-methoxy-6-bromo-1,3,3-trimethyl-1,3-dihydro-pyrrolo[3,2-b]pyridin-2-one), C(CCC)[Sn](C=C)(CCCC)CCCC (tri-n-butyl-vinyltin). The reagents and catalysts are C1(=CC=CC=C1)P(C1=CC=CC=C1)C1=CC=CC=C1.[Pd](Cl)Cl (triphenylphosphine palladium(II) chloride). The solvent is O (water), C(C)(=O)OCC (ethyl acetate), CN(C)P(=O)(N(C)C)N(C)C (HMPA). Reaction conditions: temperature 65 celsius. The product is COC1=C(C=C2C(=N1)C(C(N2C)=O)(C)C)C=C (5-methoxy-1,3,3-trimethyl-6-vinyl-1,3-dihydro-pyrrolo[3,2-b]pyridin-2-one). Isolated yield 735.5%. Reaction SMILES: [CH3:1][O:2][C:3]1[N:8]=[C:7]2[C:9]([CH3:15])([CH3:14])[C:10](=[O:13])[N:11]([CH3:12])[C:6]2=[CH:5][C:4]=1Br.[CH2:17]([Sn](CCCC)(CCCC)C=C)[CH2:18]CC>CN(P(N(C)C)(N(C)C)=O)C.O.C(OCC)(=O)C.C1(P(C2C=CC=CC=2)C2C=CC=CC=2)C=CC=CC=1.[Pd](Cl)Cl>[CH3:1][O:2][C:3]1[N:8]=[C:7]2[C:9]([CH3:15])([CH3:14])[C:10](=[O:13])[N:11]([CH3:12])[C:6]2=[CH:5][C:4]=1[CH:17]=[CH2:18] |f:5.6|. Procedure: A mixture of 138 mg (0.048 mmol) 5-methoxy-6-bromo-1,3,3-trimethyl-1,3-dihydro-pyrrolo[3,2-b]pyridin-2-one, 138 mg (0.48 mmol) of tri-n-butyl-vinyltin and 15 mg of bis(triphenylphosphine-palladium(II) chloride in 1 ml of HMPA was heated under nitrogen to 65° C. for 14 hours. The reaction mixture was cooled to room temperature and diluted with water and ethyl acetate. The ethyl acetate solution was washed with water several times. To this ethyl acetate solution was added 1 ml of saturated KF, and... The reactants are CC(=O)c1ccc(Br)s1, O=[N+]([O-])c1ccc(-n2ccnc2-c2ccccc2)cc1. The reagents and catalysts are CC(C)(C)c1ccc(-c2ccc(C(C)(C)C)cc2)cc1 (4,4'-di-tert-butylbiphenyl), CC(C)(C)C(=O)[O-].[K+] (KOPiv), Cl[Pd]CC=C.C=CC[Pd]Cl ([Pd(allyl)Cl]2), CN(C)c1ccc(P(C2CCCCC2)C2CCCCC2)cc1 (A-caPhos). Solvent: CC(=O)N(C)C (DMA), CC(=O)N(C)C (DMA), CC(=O)N(C)C (DMA). Reaction conditions: temperature 120 celsius, time 24 hour. Product: CC(=O)c1ccc(-c2cnc(-c3ccccc3)n2-c2ccc([N+](=O)[O-])cc2)s1. Isolated yield 34.1%. Reactants: [N+](=O)(O)[O-] (Nitric acid), C(C1=CC=CC=C1)(=O)C=1C(OC2=CC(=C(C=C2C1)O)O)=O (3-benzoyl-6,7-dihydroxy-chromen-2-one). The solvent is C(C)(=O)OCC (ethyl acetate). Product: C(C1=CC=CC=C1)(=O)C=1C(OC2=CC(=C(C(=C2C1)[N+](=O)[O-])O)O)=O (3-Benzoyl-6,7-dihydroxy-5-nitro-chromen-2-one). RXN SMILES: [N+:1]([O-:4])(O)=[O:2].[C:5]([C:13]1[C:14](=[O:25])[O:15][C:16]2[C:21]([CH:22]=1)=[CH:20][C:19]([OH:23])=[C:18]([OH:24])[CH:17]=2)(=[O:12])[C:6]1[CH:11]=[CH:10][CH:9]=[CH:8][CH:7]=1>C(OCC)(=O)C>[C:5]([C:13]1[C:14](=[O:25])[O:15][C:16]2[C:21]([CH:22]=1)=[C:20]([N+:1]([O-:4])=[O:2])[C:19]([OH:23])=[C:18]([OH:24])[CH:17]=2)(=[O:12])[C:6]1[CH:7]=[CH:8][CH:9]=[CH:10][CH:11]=1. Reported procedure: Nitric acid solution (1.6 ml, 2 M in CH2Cl2) was added to a solution of 3-benzoyl-6,7-dihydroxy-chromen-2-one (0.89 g) in ethyl acetate (50 ml) at −16-10° C. The solvent was evaporated and the product run through a silica column with toluene-ethyl acetate acetic acid (8:1:1) as the solvent. The product was crystallized from ether. Yield: 40 mg, melting point 94-96° C. Starting materials: [Cl-].[Na+] (sodium chloride), ClC=1C=C(C=O)C=CC1Cl (3,4-dichlorobenzaldehyde), CC1(OC(=CC1=O)C)C (2,2,5-trimethyl-3(2H)-furanone), [OH-].[Na+] (sodium hydroxide). Run in C(C)O (ethanol). Reaction conditions: temperature 60 celsius. Product: ClC=1C=C(C=CC1Cl)C=CC1=CC(C(O1)(C)C)=O (5-[2-(3,4-Dichlorophenyl)ethenyl]-2,2-dimethyl-3(2H)-furanone). Yield: 56.4%. Reaction SMILES: [Cl:1][C:2]1[CH:3]=[C:4]([CH:7]=[CH:8][C:9]=1[Cl:10])[CH:5]=O.[CH3:11][C:12]1([CH3:19])[C:16](=[O:17])[CH:15]=[C:14]([CH3:18])[O:13]1.[OH-].[Na+].[Cl-].[Na+]>C(O)C>[Cl:1][C:2]1[CH:3]=[C:4]([CH:5]=[CH:18][C:14]2[O:13][C:12]([CH3:19])([CH3:11])[C:16](=[O:17])[CH:15]=2)[CH:7]=[CH:8][C:9]=1[Cl:10] |f:2.3,4.5|. Procedure details: To a solution of 3,4-dichlorobenzaldehyde (2.3 g, 13.2 mM) and 2,2,5-trimethyl-3(2H)-furanone (2.0 g, 15.9 mM) in ethanol (100 mL), was added 1N aqueous sodium hydroxide (1.6 mL, 1.6 mM). The reaction solution was heated at 60° C. for 4 hours. After the reaction solution cooled, saturated aqueous sodium chloride (400 mL) was added. The aqueous layer was extracted with diethyl ether (3×100 mL). The combined ethereal extracts were washed with saturated aqueous sodium chloride (50 mL), dried over M... Reactants: CO, O=C(O)c1ccc(S(F)(F)(F)(F)F)cc1Cl, O=S(Cl)Cl. Product: COC(=O)c1ccc(S(F)(F)(F)(F)F)cc1Cl. Reaction SMILES: [CH3:21][OH:22].[Cl:1][c:2]1[c:3]([C:4](=[O:5])[OH:6])[cH:7][cH:8][c:9]([S:11]([F:12])([F:13])([F:14])([F:15])[F:16])[cH:10]1.[S:17]([Cl:18])([Cl:19])=[O:20]>>[Cl:1][c:2]1[c:3]([C:4](=[O:5])[O:6][CH3:21])[cH:7][cH:8][c:9]([S:11]([F:12])([F:13])([F:14])([F:15])[F:16])[cH:10]1.